Task: describe an organic reaction: reactants, conditions, products, and yield. Dataset: the Open Reaction Database (ORD), a public repository of structured organic reaction records Reactants: C(=O)C1=CC=C(C=C1)NC(=O)CCCN(C(=O)CCN1CCC(CC1)OC(NC1=C(C=CC=C1)C1=CC=CC=C1)=O)C (biphenyl-2-ylcarbamic acid 1-(2-{[3-(4-formyl-phenylcarbamoyl)propyl]methylcarbamoyl}ethyl)piperidin-4-yl ester), C(C)(=O)O.NC[C@H](O[Si](C)(C)C(C)(C)C)C1=C2C=CC(NC2=C(C=C1)O)=O (5-[(R)-2-amino-1-(tert-butyldimethylsilanyloxy)ethyl]-8-hydroxy-1H-quinolin-2-one acetic acid salt), C(C)(=O)O[BH-](OC(C)=O)OC(C)=O.[Na+] (sodium triacetoxyborohydride), CO (MeOH). The solvent is C(Cl)Cl (DCM), O (Water), C(Cl)Cl (DCM). Conditions: time 10 minute. The product is C(C)(C)(C)[Si](O[C@@H](CNCC1=CC=C(C=C1)NC(=O)CCCN(C(=O)CCN1CCC(CC1)OC(NC1=C(C=CC=C1)C1=CC=CC=C1)=O)C)C1=C2C=CC(NC2=C(C=C1)O)=O)(C)C (Biphenyl-2-ylcarbamic Acid 1-(2-{[3-(4-{[(R)-2-(tert-Butyldimethyl-silanyloxy)-2-(8-hydroxy-2-oxo-1,2-dihydroquinolin-5- yl)ethylamino]methyl}-phenylcarbamoyl)propyl]methylcarbamoyl}ethyl)piperidin-4-yl Ester). Reaction SMILES: [CH:1]([C:3]1[CH:8]=[CH:7][C:6]([NH:9][C:10]([CH2:12][CH2:13][CH2:14][N:15]([CH3:42])[C:16]([CH2:18][CH2:19][N:20]2[CH2:25][CH2:24][CH:23]([O:26][C:27](=[O:41])[NH:28][C:29]3[CH:34]=[CH:33][CH:32]=[CH:31][C:30]=3[C:35]3[CH:40]=[CH:39][CH:38]=[CH:37][CH:36]=3)[CH2:22][CH2:21]2)=[O:17])=[O:11])=[CH:5][CH:4]=1)=O.C(O)(=O)C.[NH2:47][CH2:48][C@@H:49]([C:58]1[CH:67]=[CH:66][C:65]([OH:68])=[C:64]2[C:59]=1[CH:60]=[CH:61][C:62](=[O:69])[NH:63]2)[O:50][Si:51]([C:54]([CH3:57])([CH3:56])[CH3:55])([CH3:53])[CH3:52].CO.C(O[BH-](OC(=O)C)OC(=O)C)(=O)C.[Na+]>C(Cl)Cl.O>[C:54]([Si:51]([CH3:53])([CH3:52])[O:50][C@H:49]([C:58]1[CH:67]=[CH:66][C:65]([OH:68])=[C:64]2[C:59]=1[CH:60]=[CH:61][C:62](=[O:69])[NH:63]2)[CH2:48][NH:47][CH2:1][C:3]1[CH:4]=[CH:5][C:6]([NH:9][C:10]([CH2:12][CH2:13][CH2:14][N:15]([CH3:42])[C:16]([CH2:18][CH2:19][N:20]2[CH2:21][CH2:22][CH:23]([O:26][C:27](=[O:41])[NH:28][C:29]3[CH:34]=[CH:33][CH:32]=[CH:31][C:30]=3[C:35]3[CH:36]=[CH:37][CH:38]=[CH:39][CH:40]=3)[CH2:24][CH2:25]2)=[O:17])=[O:11])=[CH:7][CH:8]=1)([CH3:57])([CH3:56])[CH3:55] |f:1.2,4.5|. Procedure details: To a stirred solution of biphenyl-2-ylcarbamic acid 1-(2-{[3-(4-formyl-phenylcarbamoyl)propyl]methylcarbamoyl}ethyl)piperidin-4-yl ester (91 mg, 0.16 mmol) in DCM (2 mL) was added 5-[(R)-2-amino-1-(tert-butyldimethylsilanyloxy)ethyl]-8-hydroxy-1H-quinolin-2-one acetic acid salt (101 mg, 0.256 mmol) (see, e.g., U.S. Patent Publication No. 2006/0035931 A1, published Feb. 16, 2006) followed by MeOH (1 mL). The resulting yellow solution was stirred at room temperature for 10 min and then sodium tria... Starting materials: [N+](=O)([O-])C1=CC=C(COC(=O)NCC(CSC[C@H]2N(C[C@@H](C2)O[Si](C)(C)C(C)(C)C)C(=O)OCC2=CC=C(C=C2)[N+](=O)[O-])O)C=C1 ((2S,4R)-2-[3-(4-nitrobenzyloxycarbonyl)amino-2-hydroxypropyl]thiomethyl-4-t-butyldimethylsilyloxy-1-(4-nitrobenzyloxycarbonyl)pyrrolidine), N1=CC=CC=C1 (pyridine), C(C)(=O)Cl (acetyl chloride). Solvent: ClCCl (dichloromethane). Product: C(C)(=O)OC(CSC[C@H]1N(C[C@@H](C1)O[Si](C)(C)C(C)(C)C)C(=O)OCC1=CC=C(C=C1)[N+](=O)[O-])CNC(=O)OCC1=CC=C(C=C1)[N+](=O)[O-] ((2S,4R)-2-[2-acetoxy-3-(4-nitrobenzyloxycarbonyl)aminopropyl]thiomethyl-4-t-butyldimethylsilyloxy-1-(4-nitrobenzyloxycarbonyl)pyrrolidine). As a reaction SMILES: [N+:1]([C:4]1[CH:46]=[CH:45][C:7]([CH2:8][O:9][C:10]([NH:12][CH2:13][CH:14]([OH:44])[CH2:15][S:16][CH2:17][C@@H:18]2[CH2:22][C@@H:21]([O:23][Si:24]([C:27]([CH3:30])([CH3:29])[CH3:28])([CH3:26])[CH3:25])[CH2:20][N:19]2[C:31]([O:33][CH2:34][C:35]2[CH:40]=[CH:39][C:38]([N+:41]([O-:43])=[O:42])=[CH:37][CH:36]=2)=[O:32])=[O:11])=[CH:6][CH:5]=1)([O-:3])=[O:2].N1C=CC=CC=1.[C:53](Cl)(=[O:55])[CH3:54]>ClCCl>[C:53]([O:44][CH:14]([CH2:13][NH:12][C:10]([O:9][CH2:8][C:7]1[CH:45]=[CH:46][C:4]([N+:1]([O-:3])=[O:2])=[CH:5][CH:6]=1)=[O:11])[CH2:15][S:16][CH2:17][C@@H:18]1[CH2:22][C@@H:21]([O:23][Si:24]([C:27]([CH3:30])([CH3:29])[CH3:28])([CH3:25])[CH3:26])[CH2:20][N:19]1[C:31]([O:33][CH2:34][C:35]1[CH:36]=[CH:37][C:38]([N+:41]([O-:43])=[O:42])=[CH:39][CH:40]=1)=[O:32])(=[O:55])[CH3:54]. Procedure details: To a solution of (2S,4R)-2-[3-(4-nitrobenzyloxycarbonyl)amino-2-hydroxypropyl]thiomethyl-4-t-butyldimethylsilyloxy-1-(4-nitrobenzyloxycarbonyl)pyrrolidine (2.24 g) in dichloromethane (40 ml) were added pyridine (0.52 ml) and acetyl chloride (0.46 ml) under ice-cooling with stirring. The mixture was stirred at the same temperature for 1 hour. The reaction mixture was washed with water, saturated aqueous sodium hydrogen carbonate and saturated aqueous sodium chloride, in turn, dried over anhydrous... Isolated yield 49.1%. The reactants are ClC=1C(=C(C=CC1)NC1=NC=NC2=CC(=C(C=C12)CCl)OC)F (N-(3-Chloro-2-fluorophenyl)-6-(chloromethyl)-7-methoxyquinazolin-4-amine), Cl.CC(N)(C)C(=O)N (2-methylalaninamide hydrochloride). Procedure details: N-(3-Chloro-2-fluorophenyl)-6-(chloromethyl)-7-methoxyquinazolin-4-amine (0.2 g, 0.568 mmol) was coupled with 2-methylalaninamide hydrochloride using an analogous method to that described for the equivalent step in Example 62 to give the title product (0.12 g, 49.1%); Mass Spectrum: (M+H)+ 418. RXN SMILES: [Cl:1][C:2]1[C:3]([F:23])=[C:4]([NH:8][C:9]2[C:18]3[C:13](=[CH:14][C:15]([O:21][CH3:22])=[C:16]([CH2:19]Cl)[CH:17]=3)[N:12]=[CH:11][N:10]=2)[CH:5]=[CH:6][CH:7]=1.Cl.[CH3:25][C:26]([C:29]([NH2:31])=[O:30])([CH3:28])[NH2:27]>>[Cl:1][C:2]1[C:3]([F:23])=[C:4]([NH:8][C:9]2[C:18]3[C:13](=[CH:14][C:15]([O:21][CH3:22])=[C:16]([CH2:19][NH:27][C:26]([CH3:28])([C:29]([NH2:31])=[O:30])[CH3:25])[CH:17]=3)[N:12]=[CH:11][N:10]=2)[CH:5]=[CH:6][CH:7]=1 |f:1.2|. Product: ClC=1C(=C(C=CC1)NC1=NC=NC2=CC(=C(C=C12)CNC(C)(C(=O)N)C)OC)F (N2-({4-[(3-chloro-2-fluorophenyl)amino]-7-methoxyquinazolin-6-yl}methyl)-2-methylalaninamide). Starting materials: Cl.Cl.CC1=C(C=CC(=C1)C)NC1CCNCC1 ((2,4-dimethyl-phenyl)-piperidin-4-yl-amine dihydrochloride), C1(=CC=CC=C1)C1=CC(=NN1)C(=O)NCC(=O)O ([(5-phenyl-1H-pyrazole-3-carbonyl)-amino]-acetic acid), CCN(C(C)C)C(C)C (DIPEA), C=1C=CC2=C(C1)N=NN2O (HOBt), CCN=C=NCCCN(C)C.Cl (EDCI.HCl). The solvent is CN(C)C=O (DMF), O (water). Conditions: time 8 hour. Product: CC1=C(C=CC(=C1)C)NC1CCN(CC1)C(CNC(=O)C1=NNC(=C1)C1=CC=CC=C1)=O (5-phenyl-1H-pyrazole-3-carboxylic acid {2-[4-(2,4-dimethyl-phenylamino)-piperidin-1-yl]-2-oxo-ethyl}-amide). Yield: 77.2%. Reaction SMILES: [C:1]1([C:7]2[NH:11][N:10]=[C:9]([C:12]([NH:14][CH2:15][C:16]([OH:18])=O)=[O:13])[CH:8]=2)[CH:6]=[CH:5][CH:4]=[CH:3][CH:2]=1.CCN(C(C)C)C(C)C.C1C=CC2N(O)N=NC=2C=1.CCN=C=NCCCN(C)C.Cl.Cl.Cl.[CH3:52][C:53]1[CH:58]=[C:57]([CH3:59])[CH:56]=[CH:55][C:54]=1[NH:60][CH:61]1[CH2:66][CH2:65][NH:64][CH2:63][CH2:62]1>CN(C=O)C.O>[CH3:52][C:53]1[CH:58]=[C:57]([CH3:59])[CH:56]=[CH:55][C:54]=1[NH:60][CH:61]1[CH2:66][CH2:65][N:64]([C:16](=[O:18])[CH2:15][NH:14][C:12]([C:9]2[CH:8]=[C:7]([C:1]3[CH:2]=[CH:3][CH:4]=[CH:5][CH:6]=3)[NH:11][N:10]=2)=[O:13])[CH2:63][CH2:62]1 |f:3.4,5.6.7|. Procedure: To a stirred solution of [(5-phenyl-1H-pyrazole-3-carbonyl)-amino]-acetic acid (0.097 g, 0.00040 mol) in DMF (1 mL) was added DIPEA (0.233 g, 0.00180 mol), HOBt (0.053 g, 0.00040 mol) and EDCI.HCl (0.138 g, 0.0007214 mol) at ambient temperature. After 2 minutes (2,4-dimethyl-phenyl)-piperidin-4-yl-amine dihydrochloride (0.1 g, 0.00036 mol) was added and the resulting mixture was stirred overnight. The reaction mixture was then diluted with cold water. The resulting precipitate was isolated by fi... Starting materials: ClC1=CC=C2C(CCNC2=C1)=O (7-chloro-2,3-dihydro-4(1H)-quinolinone), N1=CC=CC=C1 (pyridine), ClC1=C(C(=O)Cl)C=CC(=C1)Cl (2,4-dichlorobenzoylchloride). The solvent is O1CCOCC1 (dioxane). Yields the product ClC1=CC=C2C(CCN(C2=C1)C(C1=C(C=C(C=C1)Cl)Cl)=O)=O (7-chloro-1-(2,4-dichlorobenzoyl)-2,3-dihydro-4-(1H)-quinolinone). Isolated yield 88.1%. RXN SMILES: [Cl:1][C:2]1[CH:11]=[C:10]2[C:5]([C:6](=[O:12])[CH2:7][CH2:8][NH:9]2)=[CH:4][CH:3]=1.N1C=CC=CC=1.[Cl:19][C:20]1[CH:28]=[C:27]([Cl:29])[CH:26]=[CH:25][C:21]=1[C:22](Cl)=[O:23]>O1CCOCC1>[Cl:1][C:2]1[CH:11]=[C:10]2[C:5]([C:6](=[O:12])[CH2:7][CH2:8][N:9]2[C:22](=[O:23])[C:21]2[CH:25]=[CH:26][C:27]([Cl:29])=[CH:28][C:20]=2[Cl:19])=[CH:4][CH:3]=1. Reported procedure: To a mixture of 7-chloro-2,3-dihydro-4(1H)-quinolinone (25 g), pyridine (32 g) and dioxane (200 ml) was added 2,4-dichlorobenzoylchloride (37 g) dropwise under cooling at 0° C. to 5° C. with stirring. The mixture was allowed to react at room temperature for additional 3 hours. The reaction mixture was subjected to the procedure described in example 2, and 43 g of 7-chloro-1-(2,4-dichlorobenzoyl)-2,3-dihydro-4-(1H)-quinolinone was obtained as white crystal.